Dataset: the Open Reaction Database (ORD), a public repository of structured organic reaction records. Task: describe an organic reaction: reactants, conditions, products, and yield The product is CCOC(=O)CCc1ccc(OCc2cnc(-c3ccc(C(F)(F)F)cc3)nc2C2CC2)c2ccccc12. RXN SMILES: [CH2:1]([CH3:2])[O:3][C:4]([CH2:5][CH2:6][c:7]1[cH:8][cH:9][c:10]([OH:17])[c:11]2[cH:12][cH:13][cH:14][cH:15][c:16]12)=[O:18].[Cl:19][CH2:20][c:21]1[c:22]([CH:37]2[CH2:38][CH2:39]2)[n:23][c:24](-[c:27]2[cH:28][cH:29][c:30]([C:33]([F:34])([F:35])[F:36])[cH:31][cH:32]2)[n:25][cH:26]1>>[CH2:1]([CH3:2])[O:3][C:4]([CH2:5][CH2:6][c:7]1[cH:8][cH:9][c:10]([O:17][CH2:20][c:21]2[c:22]([CH:37]3[CH2:38][CH2:39]3)[n:23][c:24](-[c:27]3[cH:28][cH:29][c:30]([C:33]([F:34])([F:35])[F:36])[cH:31][cH:32]3)[n:25][cH:26]2)[c:11]2[cH:12][cH:13][cH:14][cH:15][c:16]12)=[O:18]. The reactants are CCOC(=O)CCc1ccc(O)c2ccccc12, FC(F)(F)c1ccc(-c2ncc(CCl)c(C3CC3)n2)cc1. Starting materials: C(C1=CC=CC=C1)N (benzylamine), CC(=O)C (aceton), [SH2]=N.C1(=CC=CC=C1)NC(=O)C1=C(C(=O)O)C=CC=C1 (phenylcarbamoyl-benzoic acid sulfimide), CC(=O)C (aceton). Solvent: O (water). Run at temperature 5 celsius. The product is C1(=CC=CC=C1)NC(=O)NCC1=CC=CC=C1 (1-phenyl-3-benzylurea). Isolated yield 87.3%. RXN SMILES: [CH2:1]([NH2:8])[C:2]1[CH:7]=[CH:6][CH:5]=[CH:4][CH:3]=1.CC(C)=O.[SH2]=N.[C:15]1([NH:21][C:22](C2C=CC=CC=2C(O)=O)=[O:23])[CH:20]=[CH:19][CH:18]=[CH:17][CH:16]=1>O>[C:15]1([NH:21][C:22]([NH:8][CH2:1][C:2]2[CH:7]=[CH:6][CH:5]=[CH:4][CH:3]=2)=[O:23])[CH:20]=[CH:19][CH:18]=[CH:17][CH:16]=1 |f:2.3|. Procedure details: A mixture of 1.1 g benzylamine and 5 ml aceton was added dropwise to a suspension of 1.5 g phenylcarbamoyl-benzoic acid sulfimide with 20 ml aceton, under stirring. The reaction mixture was stirred for 35 minutes at room temperature, then diluted with 150 ml water and cooled to 5° C. The precipitated solid product was filtered, washed with water and dried. 1.02 g 1-phenyl-3-benzylurea was obtained with a melting point of from 170° to 172° C. The reactants are C(C)OC(=O)C1=CC=C(C=C1)C1=C(C=CC=C1)CN1C(=C(C2=CC(=CC=C12)C(=O)O)C)C (1-((4′-(ethoxycarbonyl)-[1,1′-biphenyl]-2-yl)methyl)-2,3-dimethyl-1H-indole-5-carboxylic acid), [N+](=O)([O-])C1=CC=C(C=C1)[C@H](C)N ((S)-1-(4-nitrophenyl)ethanamine). The product is CC=1N(C2=CC=C(C=C2C1C)C(N[C@@H](C)C1=CC=C(C=C1)[N+](=O)[O-])=O)CC1=C(C=CC=C1)C1=CC=C(C=C1)C(=O)OCC ((S)-Ethyl 2′-((2,3-dimethyl-5-((1-(4-nitrophenyl)ethyl)carbamoyl)-1H-indol-1-yl)methyl)-[1,1′-biphenyl]-4-carboxylate). RXN SMILES: [CH2:1]([O:3][C:4]([C:6]1[CH:11]=[CH:10][C:9]([C:12]2[CH:17]=[CH:16][CH:15]=[CH:14][C:13]=2[CH2:18][N:19]2[C:27]3[C:22](=[CH:23][C:24]([C:28]([OH:30])=O)=[CH:25][CH:26]=3)[C:21]([CH3:31])=[C:20]2[CH3:32])=[CH:8][CH:7]=1)=[O:5])[CH3:2].[N+:33]([C:36]1[CH:41]=[CH:40][C:39]([C@@H:42]([NH2:44])[CH3:43])=[CH:38][CH:37]=1)([O-:35])=[O:34]>>[CH3:32][C:20]1[N:19]([CH2:18][C:13]2[CH:14]=[CH:15][CH:16]=[CH:17][C:12]=2[C:9]2[CH:8]=[CH:7][C:6]([C:4]([O:3][CH2:1][CH3:2])=[O:5])=[CH:11][CH:10]=2)[C:27]2[C:22]([C:21]=1[CH3:31])=[CH:23][C:24]([C:28](=[O:30])[NH:44][C@H:42]([C:39]1[CH:38]=[CH:37][C:36]([N+:33]([O-:35])=[O:34])=[CH:41][CH:40]=1)[CH3:43])=[CH:25][CH:26]=2. Reported procedure: The title compound was prepared following the same protocol as described in Step 8, Example 1, using the 1-((4′-(ethoxycarbonyl)-[1,1′-biphenyl]-2-yl)methyl)-2,3-dimethyl-1H-indole-5-carboxylic acid instead of the 1-((2′-(tert-Butoxycarbonyl)biphenyl-4-yl)methyl)-2,3-dimethyl-1H-indole-5-carboxylic acid and the (S)-1-(4-nitrophenyl)ethanamine instead of the (S)-1-(4-bromophenyl)ethanamine. The reactants are ON1C(CCC1=O)=O (N-hydroxysuccinimide), C(CCCCCCCCCCCCCCC)(=O)OC(CC(=O)O)CCCCCCCCCCCCCCC (3-Hexadecanoyloxyoctadecanoic acid), Cl (hydrochloric acid), NCCC(=O)N[C@@H]([C@H](O)C)C(=O)O (N-β-alanyl-L-threonine), N,N-Dicyclohexylcarbodiimide. The solvent is O1CCOCC1 (dioxane), O (water), C(C)N(CC)CC (triethylamine), CN(C=O)C (N,N-dimethylformamide). Run at time 8 hour. Yields the product C(CCCCCCCCCCCCCCC)(=O)OC(CC(=O)NCCC(=O)N[C@@H]([C@H](O)C)C(=O)O)CCCCCCCCCCCCCCC (N-[N-(3-hexadecanoyloxyoctadecanoyl)-β-alanyl]-L-threonine). The yield is 48.0%. Reaction SMILES: [C:1]([O:18][CH:19]([CH2:24][CH2:25][CH2:26][CH2:27][CH2:28][CH2:29][CH2:30][CH2:31][CH2:32][CH2:33][CH2:34][CH2:35][CH2:36][CH2:37][CH3:38])[CH2:20][C:21]([OH:23])=O)(=[O:17])[CH2:2][CH2:3][CH2:4][CH2:5][CH2:6][CH2:7][CH2:8][CH2:9][CH2:10][CH2:11][CH2:12][CH2:13][CH2:14][CH2:15][CH3:16].ON1C(=O)CCC1=O.[NH2:47][CH2:48][CH2:49][C:50]([NH:52][C@H:53]([C:57]([OH:59])=[O:58])[C@@H:54]([CH3:56])[OH:55])=[O:51].Cl>O1CCOCC1.CN(C)C=O.O.C(N(CC)CC)C>[C:1]([O:18][CH:19]([CH2:24][CH2:25][CH2:26][CH2:27][CH2:28][CH2:29][CH2:30][CH2:31][CH2:32][CH2:33][CH2:34][CH2:35][CH2:36][CH2:37][CH3:38])[CH2:20][C:21]([NH:47][CH2:48][CH2:49][C:50]([NH:52][C@H:53]([C:57]([OH:59])=[O:58])[C@@H:54]([CH3:56])[OH:55])=[O:51])=[O:23])(=[O:17])[CH2:2][CH2:3][CH2:4][CH2:5][CH2:6][CH2:7][CH2:8][CH2:9][CH2:10][CH2:11][CH2:12][CH2:13][CH2:14][CH2:15][CH3:16]. Procedure: 3-Hexadecanoyloxyoctadecanoic acid (150 mg) prepared by the method described in Preparation 2-(3) and N-hydroxysuccinimide (38 mg) were dissolved in dioxane (3 ml). N,N-Dicyclohexylcarbodiimide (68 mg) was added thereto under ice cooling. The mixture was reached to room temperature and stirred at ambient temperature overnight. The crystallized urea was filtered off and the filtrate was concentrated to give a residue which was dissolved in N,N-dimethylformamide (7 ml). To this solution was added ... Reactants: COC(=O)c1cccnc1, Nc1nc2ccccc2[nH]1. Yields the product O=C(Nc1nc2ccccc2[nH]1)c1cccnc1. RXN SMILES: [CH3:11][O:12][C:13](=[O:14])[c:15]1[cH:16][n:17][cH:18][cH:19][cH:20]1.[NH2:1][c:2]1[n:3][c:4]2[cH:5][cH:6][cH:7][cH:8][c:9]2[nH:10]1>>[NH:1]([c:2]1[nH:3][c:4]2[cH:5][cH:6][cH:7][cH:8][c:9]2[n:10]1)[C:13](=[O:12])[c:15]1[cH:16][n:17][cH:18][cH:19][cH:20]1. Reactants: oxide, [Cu]=O (copper oxide), C(CCCCCCCCCCC)N(C)C (dodecyldimethylamine). Run in O (water). Yields the product N.[Cu].C(CCCCCCCCCCC)[N+](C)(C)[O-] (Copper Ammonia Dodecyldimethylamine Oxide). RXN SMILES: [Cu:1]=[O:2].[CH2:3]([N:15]([CH3:17])[CH3:16])[CH2:4][CH2:5][CH2:6][CH2:7][CH2:8][CH2:9][CH2:10][CH2:11][CH2:12][CH2:13][CH3:14]>O>[NH3:15].[Cu:1].[CH2:3]([N+:15]([O-:2])([CH3:17])[CH3:16])[CH2:4][CH2:5][CH2:6][CH2:7][CH2:8][CH2:9][CH2:10][CH2:11][CH2:12][CH2:13][CH3:14] |f:3.4.5|. Procedure: 480 g of ammoniated copper carbonate concentrate prepared as in Example 1 (i.e. solution (I)) was mixed with 160 grams of Barlox® 12, which is a 30% (w/w) aqueous solution of dodccyldimethylamine oxide available from Lonza, Inc., of Fair Lawn, N.J., to yield a concentrated solution. This solution was diluted with 7360 grams of deionized water and the resulting solution containing 0.6% (w/w) copper oxide and 0.6% dodecyldimethylamine oxdie was used to treat wood in a pressure cylinder. The reactants are COC1=C(CN2C(NC3=C(C2=O)C=C(S3)CC)=O)C=CC(=C1)OC (3-(2,4-dimethoxybenzyl)-6-ethylthieno[2,3-d]pyrimidine-2,4(1H,3H)-dione), BrCC1=C(C=C(C=C1)C=1C(=CC=CC1)C#N)F (4′-(bromomethyl)-3′-fluorobiphenyl-2-carbonitrile), C([O-])([O-])=O.[K+].[K+] (potassium carbonate). Solvent: C(C)#N (acetonitrile). Run at temperature 50 celsius, time 2 hour. Yields the product COC1=C(CN2C(N(C3=C(C2=O)C=C(S3)CC)CC3=C(C=C(C=C3)C=3C(=CC=CC3)C#N)F)=O)C=CC(=C1)OC (4′-{[3-(2,4-dimethoxybenzyl)-6-ethyl-2,4-dioxo-3,4-dihydrothieno[2,3-d]pyrimidin-1(2H)-yl]methyl}-3′-fluorobiphenyl-2-carbonitrile). Isolated yield 40.5%. Reaction SMILES: [CH3:1][O:2][C:3]1[CH:22]=[C:21]([O:23][CH3:24])[CH:20]=[CH:19][C:4]=1[CH2:5][N:6]1[C:11](=[O:12])[C:10]2[CH:13]=[C:14]([CH2:16][CH3:17])[S:15][C:9]=2[NH:8][C:7]1=[O:18].Br[CH2:26][C:27]1[CH:32]=[CH:31][C:30]([C:33]2[C:34]([C:39]#[N:40])=[CH:35][CH:36]=[CH:37][CH:38]=2)=[CH:29][C:28]=1[F:41].C(=O)([O-])[O-].[K+].[K+]>C(#N)C>[CH3:1][O:2][C:3]1[CH:22]=[C:21]([O:23][CH3:24])[CH:20]=[CH:19][C:4]=1[CH2:5][N:6]1[C:11](=[O:12])[C:10]2[CH:13]=[C:14]([CH2:16][CH3:17])[S:15][C:9]=2[N:8]([CH2:26][C:27]2[CH:32]=[CH:31][C:30]([C:33]3[C:34]([C:39]#[N:40])=[CH:35][CH:36]=[CH:37][CH:38]=3)=[CH:29][C:28]=2[F:41])[C:7]1=[O:18] |f:2.3.4|. Reported procedure: A mixture of 3-(2,4-dimethoxybenzyl)-6-ethylthieno[2,3-d]pyrimidine-2,4(1H,3H)-dione (2 g), 4′-(bromomethyl)-3′-fluorobiphenyl-2-carbonitrile (2 g), potassium carbonate (1.2 g) and acetonitrile (50 mL) was stirred at 50° C. for 2 hr. Insoluble material was filtered off, and the solvent was evaporated under reduced pressure. The obtained residue was purified by silica gel column chromatography to give the title compound as a colorless amorphous solid (1.3 g, 41%). The reactants are BrC1=CC(=C(S1)C(=O)O)CO (5-bromo-3-(hydroxymethyl)thiophene-2-carboxylic acid), Cl.CN(CCCN=C=NCC)C (N-[3-(dimethylamino)propyl]-N′-ethylcarbodiimide hydrochloride). The solvent is C(Cl)Cl (DCM). Conditions: time 1 hour. Yields the product BrC1=CC2=C(C(OC2)=O)S1 (2-Bromothieno[2,3-c]furan-6(4H)-one). RXN SMILES: [Br:1][C:2]1[S:6][C:5]([C:7]([OH:9])=O)=[C:4]([CH2:10][OH:11])[CH:3]=1.Cl.CN(C)CCCN=C=NCC>C(Cl)Cl>[Br:1][C:2]1[S:6][C:5]2[C:7](=[O:9])[O:11][CH2:10][C:4]=2[CH:3]=1 |f:1.2|. Procedure: In a 50 mL round bottom flask, 5-bromo-3-(hydroxymethyl)thiophene-2-carboxylic acid (140 mg, 0.59 mmol) and N-[3-(dimethylamino)propyl]-N′-ethylcarbodiimide hydrochloride (113 mg, 0.59 mmol, 1.0 eq) were dissolved in DCM (5 mL) The solution was stirred at r.t. for 1 hr, concentrated and purified by flash column chromatography to give desired product. LC-MS (IE, m/z): 221.2 [M+1]+. 1H NMR (500 MHz, CDCl3, δ in ppm): 7.1 (1H, aromatic), 5.2 (2H, s). Starting materials: C(CCCCCCCCCCCCCCC)NC1=CC=C(C(=O)O)C=C1 (4-(n-hexadecylamino)benzoic acid), OCC(O)CO (glycerol), C1(=CC=C(C=C1)S(=O)(=O)O)C (p-toluene sulfonic acid), C([O-])([O-])=O.[Na+].[Na+] (sodium carbonate). The solvent is CCOCC (ether). Reaction conditions: temperature 120 celsius. Product: C(CCCCCCCCCCCCCCC)NC1=CC=C(C(=O)OCC(CO)O)C=C1 (2,3-dihydroxypropyl 4-(n-hexadecylamino)benzoate). As a reaction SMILES: [CH2:1]([NH:17][C:18]1[CH:26]=[CH:25][C:21]([C:22]([OH:24])=[O:23])=[CH:20][CH:19]=1)[CH2:2][CH2:3][CH2:4][CH2:5][CH2:6][CH2:7][CH2:8][CH2:9][CH2:10][CH2:11][CH2:12][CH2:13][CH2:14][CH2:15][CH3:16].[OH:27][CH2:28][CH:29]([CH2:31]O)[OH:30].C1(C)C=CC(S(O)(=O)=O)=CC=1.C(=O)([O-])[O-].[Na+].[Na+]>CCOCC>[CH2:1]([NH:17][C:18]1[CH:19]=[CH:20][C:21]([C:22]([O:24][CH2:31][CH:29]([OH:30])[CH2:28][OH:27])=[O:23])=[CH:25][CH:26]=1)[CH2:2][CH2:3][CH2:4][CH2:5][CH2:6][CH2:7][CH2:8][CH2:9][CH2:10][CH2:11][CH2:12][CH2:13][CH2:14][CH2:15][CH3:16] |f:3.4.5|. Reported procedure: A mixture of 722 mg of 4-(n-hexadecylamino)benzoic acid, 736 mg of glycerol, and 412 mg of p-toluene sulfonic acid is heated for 4 hours at 120° C., allowed to cool, and then is treated with ether and 2% aqueous sodium carbonate solution. Filtration affords a white solid which is recrystallized from chloroform to yield 2,3-dihydroxypropyl 4-(n-hexadecylamino)benzoate, mp 112° C. Reactants: CCOc1cc(C(C)(C)C)ncc1C1=NC(C)(c2ccc(Cl)cc2)C(C)(c2ccc(Cl)cc2)N1C(=O)N1CCC(CC(=O)O)CC1, FC(F)(F)C1CCCN1. Yields the product CCOc1cc(C(C)(C)C)ncc1C1=NC(C)(c2ccc(Cl)cc2)C(C)(c2ccc(Cl)cc2)N1C(=O)N1CCC(CC(=O)N2CCCC2C(F)(F)F)CC1. RXN SMILES: [C:1]([CH3:2])([CH3:3])([CH3:4])[c:5]1[cH:6][c:7]([O:44][CH2:45][CH3:46])[c:8]([C:11]2=[N:15][C:14]([CH3:16])([c:17]3[cH:18][cH:19][c:20]([Cl:23])[cH:21][cH:22]3)[C:13]([CH3:24])([c:25]3[cH:26][cH:27][c:28]([Cl:31])[cH:29][cH:30]3)[N:12]2[C:32](=[O:33])[N:34]2[CH2:35][CH2:36][CH:37]([CH2:40][C:41](=[O:42])[OH:43])[CH2:38][CH2:39]2)[cH:9][n:10]1.[F:47][C:48]([CH:49]1[NH:50][CH2:51][CH2:52][CH2:53]1)([F:54])[F:55]>>[C:1]([CH3:2])([CH3:3])([CH3:4])[c:5]1[cH:6][c:7]([O:44][CH2:45][CH3:46])[c:8]([C:11]2=[N:15][C:14]([CH3:16])([c:17]3[cH:18][cH:19][c:20]([Cl:23])[cH:21][cH:22]3)[C:13]([CH3:24])([c:25]3[cH:26][cH:27][c:28]([Cl:31])[cH:29][cH:30]3)[N:12]2[C:32](=[O:33])[N:34]2[CH2:35][CH2:36][CH:37]([CH2:40][C:41](=[O:43])[N:50]3[CH:49]([C:48]([F:47])([F:54])[F:55])[CH2:53][CH2:52][CH2:51]3)[CH2:38][CH2:39]2)[cH:9][n:10]1.